This data is from the Open Reaction Database (ORD), a public repository of structured organic reaction records. The task is: describe an organic reaction: reactants, conditions, products, and yield Starting materials: C(C(C)C)[Al](CC(C)C)CC(C)C (triisobutylaluminum), C(C)O (ethanol). Run in CCCCCC (hexane), CCCCCC (hexane). The product is [O-]CC.C(C(C)C)[Al+]CC(C)C (diisobutylaluminum ethoxide). As a reaction SMILES: [CH2:1]([Al:5](CC(C)C)[CH2:6][CH:7]([CH3:9])[CH3:8])[CH:2]([CH3:4])[CH3:3].[CH2:14]([OH:16])[CH3:15]>CCCCCC>[O-:16][CH2:14][CH3:15].[CH2:1]([Al+:5][CH2:6][CH:7]([CH3:9])[CH3:8])[CH:2]([CH3:4])[CH3:3] |f:3.4|. Procedure: In a 200-mL flask which had been previously purged with nitrogen, 97 mL of hexane which had been purified by distillation was charged, and 2.54 mL (10 mmoles) of triisobutylaluminum, manufactured by Tosoh Finechem Corporation was then added for dissolution. Subsequently, 0.58 mL (10 mmoles) of ethanol, manufactured by Aldrich was added. The flask was heated on an oil bath, and hexane was refluxed for 2 hours, thereby terminating the reaction. The reaction mixture was directly cooled to room temp... Starting materials: O=c1c(Br)c(Br)cnn1-c1ccc(Cl)c(Cl)c1, CN(C)C=O, OCc1ccc(Cl)cc1F, [K+], [OH-]. The product is O=c1c(Br)c(OCc2ccc(Cl)cc2F)cnn1-c1ccc(Cl)c(Cl)c1. As a reaction SMILES: [Br:1][c:2]1[c:3](=[O:17])[n:4](-[c:9]2[cH:10][c:11]([Cl:16])[c:12]([Cl:15])[cH:13][cH:14]2)[n:5][cH:6][c:7]1[Br:8].[CH3:30][N:31]([CH3:32])[CH:33]=[O:34].[Cl:18][c:19]1[cH:20][c:21]([F:27])[c:22]([CH2:23][OH:24])[cH:25][cH:26]1.[K+:29].[OH-:28]>>[Br:1][c:2]1[c:3](=[O:17])[n:4](-[c:9]2[cH:10][c:11]([Cl:16])[c:12]([Cl:15])[cH:13][cH:14]2)[n:5][cH:6][c:7]1[O:24][CH2:23][c:22]1[c:21]([F:27])[cH:20][c:19]([Cl:18])[cH:26][cH:25]1. Starting materials: C1CCOC1, COS(=O)(=O)OC, [H-], [Na+], O, N#CCC(O)c1ccc2ccccc2c1. Product: COC(CC#N)c1ccc2ccccc2c1. RXN SMILES: [CH2:25]1[O:26][CH2:27][CH2:28][CH2:29]1.[CH3:18][O:19][S:20]([O:21][CH3:22])(=[O:23])=[O:24].[H-:2].[Na+:1].[OH2:30].[OH:3][CH:4]([CH2:5][C:6]#[N:7])[c:8]1[cH:9][c:10]2[cH:11][cH:12][cH:13][cH:14][c:15]2[cH:16][cH:17]1>>[O:3]([CH:4]([CH2:5][C:6]#[N:7])[c:8]1[cH:9][c:10]2[cH:11][cH:12][cH:13][cH:14][c:15]2[cH:16][cH:17]1)[CH3:18]. The reactants are CC(=O)OC1OC(COC(=O)c2ccccc2)C(OC(=O)c2ccccc2)C1OC(=O)c1ccccc1, Clc1nc(NCc2cccc(I)c2)c2[nH]cnc2n1, CC(Cl)Cl, [NH4+], [NH4+], O=S(=O)([O-])[O-]. Yields the product O=C(OCC1OC(n2cnc3c(NCc4cccc(I)c4)nc(Cl)nc32)C(OC(=O)c2ccccc2)C1OC(=O)c1ccccc1)c1ccccc1. Reaction SMILES: [C:27]([O:28][CH:31]1[CH:32]([O:33][C:34]([c:35]2[cH:36][cH:37][cH:38][cH:39][cH:40]2)=[O:41])[CH:42]([O:43][C:44]([c:45]2[cH:46][cH:47][cH:48][cH:49][cH:50]2)=[O:51])[CH:52]([CH2:54][O:55][C:56]([c:57]2[cH:58][cH:59][cH:60][cH:61][cH:62]2)=[O:63])[O:53]1)(=[O:29])[CH3:30].[Cl:1][c:2]1[n:3][c:4]([NH:11][CH2:12][c:13]2[cH:14][c:15]([I:19])[cH:16][cH:17][cH:18]2)[c:5]2[nH:6][cH:7][n:8][c:9]2[n:10]1.[Cl:64][CH:65]([Cl:66])[CH3:67].[NH4+:20].[NH4+:21].[O-:22][S:23](=[O:24])(=[O:25])[O-:26]>>[Cl:1][c:2]1[n:3][c:4]([NH:11][CH2:12][c:13]2[cH:14][c:15]([I:19])[cH:16][cH:17][cH:18]2)[c:5]2[n:6][cH:7][n:8]([CH:31]3[CH:32]([O:33][C:34]([c:35]4[cH:36][cH:37][cH:38][cH:39][cH:40]4)=[O:41])[CH:42]([O:43][C:44]([c:45]4[cH:46][cH:47][cH:48][cH:49][cH:50]4)=[O:51])[CH:52]([CH2:54][O:55][C:56]([c:57]4[cH:58][cH:59][cH:60][cH:61][cH:62]4)=[O:63])[O:53]3)[c:9]2[n:10]1. The reactants are ice, [Na+].[Cl-] (NaCl), ClS(=O)(=O)O (chlorosulfonic acid), C1(=CC=C(C=C1)NC(OC(C)C)=O)C1=CC=CC=C1 (isopropyl biphenyl-4-ylcarbamate), C(=O)=O.CO (dry ice methanol), ClS(=O)(=O)O (chlorosulfonic acid). Run in C(Cl)Cl (methylene chloride), ClCCl (dichloromethane). Conditions: temperature -10 celsius, time 25 minute. Yields the product [Na+].C(C)(C)OC(=O)NC1=CC=C(C=C1)C1=CC=C(C=C1)S(=O)(=O)[O-] (4′-isopropoxycarbonylaminobiphenyl-4-sulfonic acid sodium salt). Yield: 92.0%. RXN SMILES: [C:1]1([C:14]2[CH:19]=[CH:18][CH:17]=[CH:16][CH:15]=2)[CH:6]=[CH:5][C:4]([NH:7][C:8](=[O:13])[O:9][CH:10]([CH3:12])[CH3:11])=[CH:3][CH:2]=1.Cl[S:21]([OH:24])(=[O:23])=[O:22].C(=O)=O.CO.[Na+:30].[Cl-]>ClCCl>[Na+:30].[CH:10]([O:9][C:8]([NH:7][C:4]1[CH:5]=[CH:6][C:1]([C:14]2[CH:15]=[CH:16][C:17]([S:21]([O-:24])(=[O:23])=[O:22])=[CH:18][CH:19]=2)=[CH:2][CH:3]=1)=[O:13])([CH3:12])[CH3:11] |f:2.3,4.5,7.8|. Procedure details: A suspension of isopropyl biphenyl-4-ylcarbamate (256 g, 1 mol) in dichloromethane (2000 ml) was cooled to −10° C. and chlorosulfonic acid (350 g, 200 ml, 3 mol) was added dropwise with stirring within 25 min with gentle cooling using a dry ice-methanol bath. The internal temperature was kept below −4° C. Subsequently, the dry ice-methanol bath was replaced by an ice bath and the mixture was stirred at from 3° C. to 14° C. for 1.5 h. Afterward, chlorosulfonic acid (175 ml, 2.6 mol) was again add... The reactants are [H][H] (hydrogen), 63, O[C@@H]1CN(CC[C@H]1NCC1=CC=CC=C1)C(CC(C(=O)N(C)C)(C1=CC=CC=C1)C1=CC=CC=C1)C (trans-3-hydroxy-N,N,γ-trimethyl-α,α-diphenyl-4-[(phenylmethyl)amino]-1-piperidinebutanamide). The reagents and catalysts are [Pd] (palladium-on-charcoal). The solvent is COCCO (2-methoxyethanol). Yields the product 45, N[C@H]1[C@@H](CN(CC1)C(CC(C(=O)N(C)C)(C1=CC=CC=C1)C1=CC=CC=C1)C)O (trans-4-amino-3-hydroxy-N,N,γ-trimethyl-α,α-diphenyl-1-piperidinebutanamide). The yield is 87.5%. RXN SMILES: [OH:1][C@H:2]1[C@H:7]([NH:8]CC2C=CC=CC=2)[CH2:6][CH2:5][N:4]([CH:16]([CH3:36])[CH2:17][C:18]([C:30]2[CH:35]=[CH:34][CH:33]=[CH:32][CH:31]=2)([C:24]2[CH:29]=[CH:28][CH:27]=[CH:26][CH:25]=2)[C:19]([N:21]([CH3:23])[CH3:22])=[O:20])[CH2:3]1.[H][H]>[Pd].COCCO>[NH2:8][C@@H:7]1[CH2:6][CH2:5][N:4]([CH:16]([CH3:36])[CH2:17][C:18]([C:30]2[CH:35]=[CH:34][CH:33]=[CH:32][CH:31]=2)([C:24]2[CH:25]=[CH:26][CH:27]=[CH:28][CH:29]=2)[C:19]([N:21]([CH3:23])[CH3:22])=[O:20])[CH2:3][C@H:2]1[OH:1]. Procedure details: A mixture of 63 parts of trans-3-hydroxy-N,N,γ-trimethyl-α,α-diphenyl-4-[(phenylmethyl)amino]-1-piperidinebutanamide and 485 parts of 2-methoxyethanol was hydrogenated at normal pressure and at 50° C. with 5 parts of palladium-on-charcoal catalyst 10%. After the calculated amount of hydrogen was taken up, the catalyst was filtered off and the filtrate was evaporated with methylbenzene, yielding 45 parts (87.5%) of trans-4-amino-3-hydroxy-N,N,γ-trimethyl-α,α-diphenyl-1-piperidinebutanamide (inter... Reactants: [N+](=O)([O-])C1=CC=C(C=C1)C1=NN(C=C1B1OC(C(O1)(C)C)(C)C)CC(=O)OC(C)(C)C (1,1-dimethylethyl [3-(4-nitrophenyl)-4-(4,4,5,5-tetramethyl-1,3,2-dioxaborolan-2-yl)-1H-pyrazol-1-yl]acetate), Cl.C(C)(C)(C)NN (t-butylhydrazine hydrochloride). Yields the product CC(C)(C)N1N=CC=C1C1=CC=C(C=C1)[N+](=O)[O-] (1-(1,1-dimethylethyl)-5-(4-nitrophenyl)-1H-pyrazole). RXN SMILES: [N+:1]([C:4]1[CH:9]=[CH:8][C:7]([C:10]2[C:14](B3OC(C)(C)C(C)(C)O3)=[CH:13][N:12](CC(OC(C)(C)C)=O)[N:11]=2)=[CH:6][CH:5]=1)([O-:3])=[O:2].Cl.[C:33](NN)([CH3:36])([CH3:35])[CH3:34]>>[CH3:34][C:33]([N:11]1[C:10]([C:7]2[CH:6]=[CH:5][C:4]([N+:1]([O-:3])=[O:2])=[CH:9][CH:8]=2)=[CH:14][CH:13]=[N:12]1)([CH3:36])[CH3:35] |f:1.2|. Procedure: Following the procedure described for Intermediate 1 with t-butylhydrazine hydrochloride, provided the title compound as the major isomer (80%). ESMS (M-C(CH3)3+2H): 190.0; HNMR (400 MHz, d6-DMSO) δ 8.32 (d, 2H), 7.7 (d, 2H), 7.48 (d, 1H), 6.25 (d, 1H), 1.42 (s, 9H)